From a dataset of the Open Reaction Database (ORD), a public repository of structured organic reaction records. describe an organic reaction: reactants, conditions, products, and yield Procedure: (S)-3-(4′-cyano-biphenyl-4-yl)-2-{[(3R,7S)-3-(4-hydroxy-phenyl)-1-methyl-2-oxo-6-((R)-1-phenyl-propyl)-2,3,5,6,7,8-hexahydro-1H-4-oxa-1,6-diaza-anthracene-7-carbonyl]-amino}-propionic acid methyl ester (68 mg) was prepared from (3R,7S)-3-(4-hydroxy-phenyl)-1-methyl-2-oxo-6-((R)-1-phenyl-propyl)-2,3,5,6,7,8-hexahydro-1H-4-oxa-1,6-diaza-anthracene-7-carboxylic acid (100 mg) and (S)-2-amino-3-(4′-cyano-biphenyl-4-yl)-propionic acid methyl ester hydrochloride following general procedure A. RXN SMILES: [OH:1][C:2]1[CH:7]=[CH:6][C:5]([C@H:8]2[O:21][C:20]3[C:11](=[CH:12][C:13]4[CH2:14][C@@H:15]([C:31](O)=[O:32])[N:16]([C@@H:22]([C:25]5[CH:30]=[CH:29][CH:28]=[CH:27][CH:26]=5)[CH2:23][CH3:24])[CH2:17][C:18]=4[CH:19]=3)[N:10]([CH3:34])[C:9]2=[O:35])=[CH:4][CH:3]=1.Cl.[CH3:37][O:38][C:39](=[O:57])[C@@H:40]([NH2:56])[CH2:41][C:42]1[CH:47]=[CH:46][C:45]([C:48]2[CH:53]=[CH:52][C:51]([C:54]#[N:55])=[CH:50][CH:49]=2)=[CH:44][CH:43]=1>>[CH3:37][O:38][C:39](=[O:57])[C@@H:40]([NH:56][C:31]([C@@H:15]1[CH2:14][C:13]2[CH:12]=[C:11]3[C:20]([O:21][C@H:8]([C:5]4[CH:6]=[CH:7][C:2]([OH:1])=[CH:3][CH:4]=4)[C:9](=[O:35])[N:10]3[CH3:34])=[CH:19][C:18]=2[CH2:17][N:16]1[C@@H:22]([C:25]1[CH:30]=[CH:29][CH:28]=[CH:27][CH:26]=1)[CH2:23][CH3:24])=[O:32])[CH2:41][C:42]1[CH:47]=[CH:46][C:45]([C:48]2[CH:53]=[CH:52][C:51]([C:54]#[N:55])=[CH:50][CH:49]=2)=[CH:44][CH:43]=1 |f:1.2|. Product: COC([C@H](CC1=CC=C(C=C1)C1=CC=C(C=C1)C#N)NC(=O)[C@H]1N(CC=2C=C3O[C@@H](C(N(C3=CC2C1)C)=O)C1=CC=C(C=C1)O)[C@H](CC)C1=CC=CC=C1)=O ((S)-3-(4′-cyano-biphenyl-4-yl)-2-{[(3R,7S)-3-(4-hydroxy-phenyl)-1-methyl-2-oxo-6-((R)-1-phenyl-propyl)-2,3,5,6,7,8-hexahydro-1H-4-oxa-1,6-diaza-anthracene-7-carbonyl]-amino}-propionic acid methyl ester). The reactants are OC1=CC=C(C=C1)[C@@H]1C(N(C2=CC=3C[C@H](N(CC3C=C2O1)[C@H](CC)C1=CC=CC=C1)C(=O)O)C)=O ((3R,7S)-3-(4-hydroxy-phenyl)-1-methyl-2-oxo-6-((R)-1-phenyl-propyl)-2,3,5,6,7,8-hexahydro-1H-4-oxa-1,6-diaza-anthracene-7-carboxylic acid), Cl.COC([C@H](CC1=CC=C(C=C1)C1=CC=C(C=C1)C#N)N)=O ((S)-2-amino-3-(4′-cyano-biphenyl-4-yl)-propionic acid methyl ester hydrochloride). Starting materials: COC(=O)C1CN(C1)C1=C(C=C(C=C1)C1=NOC(C1)(C(F)(F)F)C1=CC(=C(C(=C1)Cl)Cl)Cl)Cl (1-{2-Chloro-4-[5-(3,4,5-trichloro-phenyl)-5-trifluoromethyl-4,5-dihydro-isoxazol-3-yl]-phenyl}-azetidine-3-carboxylic acid methyl ester), [OH-].[Li+] (lithium hydroxide). Run in C1CCOC1.CO.O (THF MeOH H2O). Conditions: time 18 hour. Product: ClC1=C(C=CC(=C1)C1=NOC(C1)(C(F)(F)F)C1=CC(=C(C(=C1)Cl)Cl)Cl)N1CC(C1)C(=O)O (1-{2-chloro-4-[5-(3,4,5-trichloro-phenyl)-5-trifluoromethyl-4,5-dihydro-isoxazol-3-yl]-phenyl}-azetidine-3-carboxylic acid). Yield: 69.7%. As a reaction SMILES: C[O:2][C:3]([CH:5]1[CH2:8][N:7]([C:9]2[CH:14]=[CH:13][C:12]([C:15]3[CH2:19][C:18]([C:24]4[CH:29]=[C:28]([Cl:30])[C:27]([Cl:31])=[C:26]([Cl:32])[CH:25]=4)([C:20]([F:23])([F:22])[F:21])[O:17][N:16]=3)=[CH:11][C:10]=2[Cl:33])[CH2:6]1)=[O:4].[OH-].[Li+]>C1COCC1.CO.O>[Cl:33][C:10]1[CH:11]=[C:12]([C:15]2[CH2:19][C:18]([C:24]3[CH:25]=[C:26]([Cl:32])[C:27]([Cl:31])=[C:28]([Cl:30])[CH:29]=3)([C:20]([F:22])([F:23])[F:21])[O:17][N:16]=2)[CH:13]=[CH:14][C:9]=1[N:7]1[CH2:6][CH:5]([C:3]([OH:4])=[O:2])[CH2:8]1 |f:1.2,3.4.5|. Procedure details: To a stirred suspension of 1-{2-Chloro-4-[5-(3,4,5-trichloro-phenyl)-5-trifluoromethyl-4,5-dihydro-isoxazol-3-yl]-phenyl}-azetidine-3-carboxylic acid methyl ester (Preparation 13, 0.55 g, 1.086 mmol) in THF:MeOH:H2O (1:1:1, 9 mL) was added lithium hydroxide (0.228 g, 5.43 mmol) at room temperature. Resulting reaction mixture was stirred at room temperature for 18 hours. After consumption of starting material, reaction mixture was concentrated in vacuo; acidified with 1N HCl up to pH ˜5. Acidifie... Reactants: Cc1cc(C)c(C(=O)O)c(C)c1, CCCNC. The reagents and catalysts are CCN=C=NCCCN(C)C.Cl (EDC-HCl), CN1CCOCC1 (NMM), C1(=C(C(=C(C(=C1F)F)F)F)F)O (Pentafluorophenol). Solvent: CN(C)C=O (DMF), CN(C)C=O (DMF), CN(C)C=O (DMF), CN(C)C=O (DMF), CN(C)C=O (DMF), CN(C)C=O (DMF). Conditions: temperature 25 celsius, time 2 hour. Product: CCCN(C)C(=O)c1c(C)cc(C)cc1C. Yield: 1.0%. As a reaction SMILES: CCCNC.Cc1cc(C)c(C(=O)O)c(C)c1.CCN=C=NCCCN(C)C.Cl.C1(=C(C(=C(C(=C1F)F)F)F)F)O.CN1CCOCC1.CN(C)C=O>>CCCN(C)C(=O)c1c(C)cc(C)cc1C. Yields the product CCCCCC1CCC(C2CCC(C=CCCF)CC2)CC1. As a reaction SMILES: [Br-:1].[CH2:31]([CH2:32][CH2:33][CH2:34][CH3:35])[CH:36]1[CH2:37][CH2:38][CH:39]([CH:42]2[CH2:43][CH2:44][CH:45]([CH:48]=[O:49])[CH2:46][CH2:47]2)[CH2:40][CH2:41]1.[CH2:50]1[O:51][CH2:52][CH2:53][CH2:54]1.[CH3:25][C:26]([CH3:27])([O-:28])[CH3:29].[F:2][CH2:3][CH2:4][CH2:5][P+:6]([c:7]1[cH:8][cH:9][cH:10][cH:11][cH:12]1)([c:13]1[cH:14][cH:15][cH:16][cH:17][cH:18]1)[c:19]1[cH:20][cH:21][cH:22][cH:23][cH:24]1.[K+:30]>>[F:2][CH2:3][CH2:4][CH:5]=[CH:48][CH:45]1[CH2:44][CH2:43][CH:42]([CH:39]2[CH2:38][CH2:37][CH:36]([CH2:31][CH2:32][CH2:33][CH2:34][CH3:35])[CH2:41][CH2:40]2)[CH2:47][CH2:46]1. The reactants are [Br-], CCCCCC1CCC(C2CCC(C=O)CC2)CC1, C1CCOC1, CC(C)(C)[O-], FCCC[P+](c1ccccc1)(c1ccccc1)c1ccccc1, [K+]. Starting materials: C(CC)(=O)C1=CC(=NO1)C1=CC=CC=C1 (5-propionyl-3-phenylisoxazole), N1CCCCC1 (piperidine), aqueous solution, C=O (formaldehyde). Solvent: C(C)O (ethyl alcohol). Run at time 2 hour. Yields the product N1(CCCCC1)CC(C(=O)C1=CC(=NO1)C1=CC=CC=C1)C (5-(2-piperidinomethylpropionyl)-3-phenylisoxazole). Reaction SMILES: [C:1]([C:5]1[O:9][N:8]=[C:7]([C:10]2[CH:15]=[CH:14][CH:13]=[CH:12][CH:11]=2)[CH:6]=1)(=[O:4])[CH2:2][CH3:3].[NH:16]1[CH2:21][CH2:20][CH2:19][CH2:18][CH2:17]1.[CH2:22]=O>C(O)C>[N:16]1([CH2:3][CH:2]([CH3:22])[C:1]([C:5]2[O:9][N:8]=[C:7]([C:10]3[CH:15]=[CH:14][CH:13]=[CH:12][CH:11]=3)[CH:6]=2)=[O:4])[CH2:21][CH2:20][CH2:19][CH2:18][CH2:17]1. Procedure details: Added to 10 ml of ethyl alcohol were 2.0 g (10.0 mmol) of 5-propionyl-3-phenylisoxazole and 1.7 g (20.0 mmol) of piperidine, followed by the dropwise addition of 1.63 ml (20.0 mmol) of a 37% aqueous solution of formaldehyde under ice cooling. After the reaction mixture was stirred for 2 hours at room temperature, the solvent was distilled off under reduced pressure. The residue was dissolved in ethyl ether. The organic layer was washed with water and then dried over anhydrous sodium sulfate. The... Reactants: CN(C)C=O, O=c1[nH]c2ccccc2n1CCCCl, Cl, O=C(CC1CCNCC1)c1ccc(F)cc1, [Na+], [Na+], O=C([O-])[O-]. The product is O=C(CC1CCN(CCCn2c(=O)[nH]c3ccccc32)CC1)c1ccc(F)cc1. RXN SMILES: [CH3:38][N:39]([CH3:40])[CH:41]=[O:42].[Cl:1][CH2:2][CH2:3][CH2:4][n:5]1[c:6](=[O:14])[nH:7][c:8]2[c:9]1[cH:10][cH:11][cH:12][cH:13]2.[ClH:15].[F:16][c:17]1[cH:18][cH:19][c:20]([C:23]([CH2:24][CH:25]2[CH2:26][CH2:27][NH:28][CH2:29][CH2:30]2)=[O:31])[cH:21][cH:22]1.[Na+:32].[Na+:33].[O-:34][C:35](=[O:36])[O-:37]>>[CH2:2]([CH2:3][CH2:4][n:5]1[c:6](=[O:14])[nH:7][c:8]2[c:9]1[cH:10][cH:11][cH:12][cH:13]2)[N:28]1[CH2:27][CH2:26][CH:25]([CH2:24][C:23]([c:20]2[cH:19][cH:18][c:17]([F:16])[cH:22][cH:21]2)=[O:31])[CH2:30][CH2:29]1. The reactants are Cl (hydrochloric acid), FC1=CC=2C(C3=CC4=CC=CC=C4C=C3C(C2C=C1F)=O)=O (2,3-difluoro-naphthacene-5,12-dione), C([O-])([O-])=O.[K+].[K+] (potassium carbonate), C(CC(=O)OC)(=O)OC (dimethyl malonate). Run in CS(=O)C (DMSO). Yields the product FC=1C=C(C=2C(C3=CC4=CC=CC=C4C=C3C(C2C1)=O)=O)C(C(=O)OC)C(=O)OC (Dimethyl 2-(3-fluoro-naphthacene-5,12-dionyl)-malonate). As a reaction SMILES: [F:1][C:2]1[C:19](F)=[CH:18][C:17]2[C:16](=[O:21])[C:15]3[C:6](=[CH:7][C:8]4[C:13]([CH:14]=3)=[CH:12][CH:11]=[CH:10][CH:9]=4)[C:5](=[O:22])[C:4]=2[CH:3]=1.C(=O)([O-])[O-].[K+].[K+].[C:29]([O:36][CH3:37])(=[O:35])[CH2:30][C:31]([O:33][CH3:34])=[O:32].Cl>CS(C)=O>[F:1][C:2]1[CH:19]=[C:18]([CH:30]([C:29]([O:36][CH3:37])=[O:35])[C:31]([O:33][CH3:34])=[O:32])[C:17]2[C:16](=[O:21])[C:15]3[C:6]([C:5](=[O:22])[C:4]=2[CH:3]=1)=[CH:7][C:8]1[C:13](=[CH:12][CH:11]=[CH:10][CH:9]=1)[CH:14]=3 |f:1.2.3|. Reported procedure: 1 g (3.4 mmol) of 2,3-difluoro-naphthacene-5,12-dione, 0.94 g (6.8 mmol) of potassium carbonate, 0.89 g (6.8 mmol) of dimethyl malonate and 20 ml of DMSO are stirred at 50° C. for 22 hours. The mixture is poured onto dilute hydrochloric acid and extracted with THF/toluene. The organic phase is washed with water, dried over sodium sulfate and evaporated. The product is purified by chromatography over silica gel (mobile phase: 1% acetone/99% CH2Cl2); yield 1.25 g (91%); melting point 225°-230° C.